Dataset: the Open Reaction Database (ORD), a public repository of structured organic reaction records. Task: describe an organic reaction: reactants, conditions, products, and yield Reactants: CC(C)(C)c1ccc(O)c(C(C)(C)C)c1, CNC, O=Cc1ccccc1, CC(C)O. The product is CN(C)C(c1ccccc1)c1cc(C(C)(C)C)cc(C(C)(C)C)c1O. As a reaction SMILES: [C:1]([CH3:2])([CH3:3])([CH3:4])[c:5]1[c:6]([OH:15])[cH:7][cH:8][c:9]([C:11]([CH3:12])([CH3:13])[CH3:14])[cH:10]1.[CH3:24][NH:25][CH3:26].[CH:16](=[O:17])[c:18]1[cH:19][cH:20][cH:21][cH:22][cH:23]1.[CH:27]([OH:28])([CH3:29])[CH3:30]>>[C:1]([CH3:2])([CH3:3])([CH3:4])[c:5]1[c:6]([OH:15])[c:7]([CH:16]([c:18]2[cH:19][cH:20][cH:21][cH:22][cH:23]2)[N:25]([CH3:24])[CH3:26])[cH:8][c:9]([C:11]([CH3:12])([CH3:13])[CH3:14])[cH:10]1. The product is COc1cc(C)nc(CNC(=O)NS(=O)(=O)c2ccccc2S(=O)(=O)N(C)C)n1. The reactants are ClCCl, CN(C)S(=O)(=O)c1ccccc1S(=O)(=O)N=C=O, COc1cc(C)nc(CN)n1. As a reaction SMILES: [CH2:30]([Cl:31])[Cl:32].[CH3:12][N:13]([S:14](=[O:15])(=[O:16])[c:17]1[c:18]([S:23](=[O:24])(=[O:25])[N:26]=[C:27]=[O:28])[cH:19][cH:20][cH:21][cH:22]1)[CH3:29].[NH2:1][CH2:2][c:3]1[n:4][c:5]([O:10][CH3:11])[cH:6][c:7]([CH3:9])[n:8]1>>[NH:1]([CH2:2][c:3]1[n:4][c:5]([O:10][CH3:11])[cH:6][c:7]([CH3:9])[n:8]1)[C:27]([NH:26][S:23]([c:18]1[c:17]([S:14]([N:13]([CH3:12])[CH3:29])(=[O:15])=[O:16])[cH:22][cH:21][cH:20][cH:19]1)(=[O:24])=[O:25])=[O:28]. The reactants are CCOC(=O)c1ccc(C#Cc2ccc(C3(NCCc4ccccc4)CC3)cc2)cc1, CCO, [Na+], C1CCOC1, [OH-]. Product: O=C(O)c1ccc(C#Cc2ccc(C3(NCCc4ccccc4)CC3)cc2)cc1. Reaction SMILES: [CH2:1]([CH3:2])[O:3][C:4]([c:5]1[cH:6][cH:7][c:8]([C:11]#[C:12][c:13]2[cH:14][cH:15][c:16]([C:19]3([NH:22][CH2:23][CH2:24][c:25]4[cH:26][cH:27][cH:28][cH:29][cH:30]4)[CH2:20][CH2:21]3)[cH:17][cH:18]2)[cH:9][cH:10]1)=[O:31].[CH3:34][CH2:35][OH:36].[Na+:33].[O:37]1[CH2:38][CH2:39][CH2:40][CH2:41]1.[OH-:32]>>[O:3]=[C:4]([c:5]1[cH:6][cH:7][c:8]([C:11]#[C:12][c:13]2[cH:14][cH:15][c:16]([C:19]3([NH:22][CH2:23][CH2:24][c:25]4[cH:26][cH:27][cH:28][cH:29][cH:30]4)[CH2:20][CH2:21]3)[cH:17][cH:18]2)[cH:9][cH:10]1)[OH:31]. As a reaction SMILES: [CH3:1][N:2]([CH2:4][C:5]1[NH:6][C:7](=O)[C:8]2[C:13]([C:14]=1[C:15]1[CH:20]=[CH:19][CH:18]=[CH:17][CH:16]=1)=[CH:12][C:11]([O:21][CH3:22])=[CH:10][CH:9]=2)[CH3:3].O=P(Cl)(Cl)[Cl:26]>>[Cl:26][C:7]1[C:8]2[C:13](=[CH:12][C:11]([O:21][CH3:22])=[CH:10][CH:9]=2)[C:14]([C:15]2[CH:20]=[CH:19][CH:18]=[CH:17][CH:16]=2)=[C:5]([CH2:4][N:2]([CH3:3])[CH3:1])[N:6]=1. Reactants: CN(C)CC=1NC(C2=CC=C(C=C2C1C1=CC=CC=C1)OC)=O (3-[(dimethylamino)methyl]-6-methoxy-4-phenylisoquinolin-1(2H)-one), O=P(Cl)(Cl)Cl (POCl3). Reported procedure: 3-[(dimethylamino)methyl]-6-methoxy-4-phenylisoquinolin-1(2H)-one (50 mg) was combined with 0.600 mL of POCl3, and the reaction was stirred at 90 C for 1 h. After cooling, the reaction was partitioned between saturated aqueous sodium bicarbonate and EtOAc. The organic solution was dried over Na2SO4 and concentrated. Flash chromatography (3% MeOH in CH2Cl2) gave the titled compound. Yields the product ClC1=NC(=C(C2=CC(=CC=C12)OC)C1=CC=CC=C1)CN(C)C (1-(1-chloro-6-methoxy-4-phenylisoquinolin-3-yl)-N,N-dimethylmethanamine). Run at time 1 hour. The product is OC1(CCC1)C1=CC=CC=2CN(CCOC21)C(=O)OC(C)(C)C (tert-butyl 9-(1-hydroxycyclobutyl)-2,3-dihydro-1,4-benzoxazepine-4(5H)-carboxylate). Procedure: To a solution of tert-butyl 9-bromo-2,3-dihydro-1,4-benzoxazepine-4(5H)-carboxylate (328 mg, 1.00 mmol) in tetrahydrofuran (3 ml) was added 1.6N solution of n-butyllithium in hexane (0.829 ml, 1.33 mmol) at −78° C., and the mixture was stirred at −78° C. for 15 min. At −78° C., a solution of cyclobutanone (0.0747 ml, 1.00 mmol) in tetrahydrofuran (1 ml) was added, and the mixture was stirred at −78° C. for 30 min. Saturated aqueous ammonium chloride solution (3 ml) was added, and the mixture was... The reactants are BrC1=CC=CC=2CN(CCOC21)C(=O)OC(C)(C)C (tert-butyl 9-bromo-2,3-dihydro-1,4-benzoxazepine-4(5H)-carboxylate), solution, C(CCC)[Li] (n-butyllithium), CCCCCC (hexane), C1(CCC1)=O (cyclobutanone), [Cl-].[NH4+] (ammonium chloride). The solvent is O1CCCC1 (tetrahydrofuran), O1CCCC1 (tetrahydrofuran). Yield: 33.8%. As a reaction SMILES: Br[C:2]1[C:12]2[O:11][CH2:10][CH2:9][N:8]([C:13]([O:15][C:16]([CH3:19])([CH3:18])[CH3:17])=[O:14])[CH2:7][C:6]=2[CH:5]=[CH:4][CH:3]=1.C([Li])CCC.CCCCCC.[C:31]1(=[O:35])[CH2:34][CH2:33][CH2:32]1.[Cl-].[NH4+]>O1CCCC1>[OH:35][C:31]1([C:2]2[C:12]3[O:11][CH2:10][CH2:9][N:8]([C:13]([O:15][C:16]([CH3:19])([CH3:18])[CH3:17])=[O:14])[CH2:7][C:6]=3[CH:5]=[CH:4][CH:3]=2)[CH2:34][CH2:33][CH2:32]1 |f:4.5|. Run at temperature -78 celsius, time 15 minute. Starting materials: [Cu]I, Fc1ccc(I)cc1, [K+], [K+], [K+], N#N, NC1CCCCC1N, Nc1ccc2[nH]ncc2c1, C1COCCO1, O=P([O-])([O-])[O-]. Product: Nc1ccc2c(cnn2-c2ccc(F)cc2)c1. As a reaction SMILES: [Cu:43][I:44].[F:27][c:28]1[cH:29][cH:30][c:31]([I:34])[cH:32][cH:33]1.[K+:24].[K+:25].[K+:26].[N:35]#[N:36].[NH2:11][CH:12]1[CH2:13][CH2:14][CH2:15][CH2:16][CH:17]1[NH2:18].[NH2:1][c:2]1[cH:3][c:4]2[cH:5][n:6][nH:7][c:8]2[cH:9][cH:10]1.[O:37]1[CH2:38][CH2:39][O:40][CH2:41][CH2:42]1.[P:19]([O-:20])([O-:21])([O-:22])=[O:23]>>[NH2:1][c:2]1[cH:3][c:4]2[cH:5][n:6][n:7](-[c:31]3[cH:30][cH:29][c:28]([F:27])[cH:33][cH:32]3)[c:8]2[cH:9][cH:10]1. Reactants: FC1=CC=C(C=C1)CC1=CN=C2C(=C(C(N(C2=C1)C)=O)C(=O)OCC)O (ethyl 7-[(4-fluorophenyl)methyl]-4-hydroxy-1-methyl-2-oxo-1,2-dihydro-1,5-naphthyridine-3-carboxylate), CN1C(=CC=C1)CCN ([2-(1-methyl-1H-pyrrol-2-yl)ethyl]amine). Product: FC1=CC=C(C=C1)CC1=CN=C2C(=C(C(N(C2=C1)C)=O)C(=O)NCCC=1N(C=CC1)C)O (7-[(4-fluorophenyl)methyl]-4-hydroxy-1-methyl-N-[2-(1-methyl-1H-pyrrol-2-yl)ethyl]-2-oxo-1,2-dihydro-1,5-naphthyridine-3-carboxamide). Isolated yield 82.0%. Reaction SMILES: [F:1][C:2]1[CH:7]=[CH:6][C:5]([CH2:8][C:9]2[CH:18]=[C:17]3[C:12]([C:13]([OH:26])=[C:14]([C:21]([O:23]CC)=O)[C:15](=[O:20])[N:16]3[CH3:19])=[N:11][CH:10]=2)=[CH:4][CH:3]=1.[CH3:27][N:28]1[CH:32]=[CH:31][CH:30]=[C:29]1[CH2:33][CH2:34][NH2:35]>>[F:1][C:2]1[CH:7]=[CH:6][C:5]([CH2:8][C:9]2[CH:18]=[C:17]3[C:12]([C:13]([OH:26])=[C:14]([C:21]([NH:35][CH2:34][CH2:33][C:29]4[N:28]([CH3:27])[CH:32]=[CH:31][CH:30]=4)=[O:23])[C:15](=[O:20])[N:16]3[CH3:19])=[N:11][CH:10]=2)=[CH:4][CH:3]=1. Reported procedure: In a similar manner to that described in example 196, from ethyl 7-[(4-fluorophenyl)methyl]-4-hydroxy-1-methyl-2-oxo-1,2-dihydro-1,5-naphthyridine-3-carboxylate (13 mg, 0.0365 mmol) described in example 92 and [2-(1-methyl-1H-pyrrol-2-yl)ethyl]amine (45 mg, 0.364 mmol), was prepared 7-[(4-fluorophenyl)methyl]-4-hydroxy-1-methyl-N-[2-(1-methyl-1H-pyrrol-2-yl)ethyl]-2-oxo-1,2-dihydro-1,5-naphthyridine-3-carboxamide (13 mg, 86% yield) as a white solid after purification by reverse phase HPLC. 1H NM... The reactants are O=C(CCC(C)C)C1=CC=C(C=C1)Br (4-(1-oxo-4-methyl-pentyl)bromobenzene), [OH-].[K+] (KOH), NN (NH2NH2). Yields the product CC(CCCC1=CC=C(C=C1)Br)C (4-(4-methylpentyl)bromobenzene). Reaction SMILES: O=[C:2]([C:8]1[CH:13]=[CH:12][C:11]([Br:14])=[CH:10][CH:9]=1)[CH2:3][CH2:4][CH:5]([CH3:7])[CH3:6].[OH-].[K+].NN>>[CH3:6][CH:5]([CH3:7])[CH2:4][CH2:3][CH2:2][C:8]1[CH:9]=[CH:10][C:11]([Br:14])=[CH:12][CH:13]=1 |f:1.2|. Procedure details: Reaction Scheme 5 discloses a specific synthetic route to 4-(4-methylpentyl)-phenylethyne (Compound 26). In accordance with this scheme, bromobenzene (Compound 27) is reacted under Friedel Crafts conditions (AlCl3) with the acid chloride (Compound 28) prepared in situ from 4-methyl valeric acid, to yield 4-(1-oxo-4-methyl-pentyl)bromobenzene (Compound 29). Compound 29 is reduced under Wolff-Kishner conditions (KOH, NH2NH2) to yield 4-(4-methylpentyl)bromobenzene (Compound 30). The bromobenzene d... Reactants: acid chloride, ClC=1C=C(C=2C(=C(ON2)C2=CC=CC=C2)C1)CC(=O)O (5-chloro-3-phenyl-2,1-benzisoxazole-7-acetic acid), N1CCCCC1 (piperidine). The product is ClC=1C=C(C=2C(=C(ON2)C2=CC=CC=C2)C1)CC(N1CCCCC1)=O (5-Chloro-7-[2-oxo-2-(1-piperidinyl)ethyl]-3-phenyl-2,1-benzisoxazole). Reaction SMILES: [Cl:1][C:2]1[CH:3]=[C:4]([CH2:17][C:18]([OH:20])=O)[C:5]2[C:6]([CH:16]=1)=[C:7]([C:10]1[CH:15]=[CH:14][CH:13]=[CH:12][CH:11]=1)[O:8][N:9]=2.[NH:21]1[CH2:26][CH2:25][CH2:24][CH2:23][CH2:22]1>>[Cl:1][C:2]1[CH:3]=[C:4]([CH2:17][C:18](=[O:20])[N:21]2[CH2:26][CH2:25][CH2:24][CH2:23][CH2:22]2)[C:5]2[C:6]([CH:16]=1)=[C:7]([C:10]1[CH:11]=[CH:12][CH:13]=[CH:14][CH:15]=1)[O:8][N:9]=2. Procedure details: The title compound is prepared by reacting the acid chloride of 5-chloro-3-phenyl-2,1-benzisoxazole-7-acetic acid with piperidine in an aprotic solvent and washing the reaction mixture with sodium bicarbonate solution. Reactants: O=C([O-])[O-], CCOC(C)=O, Cc1ccc(C(=O)NC2CC2)cc1NC(=O)c1ccc(O)cc1, ClCc1ccccn1, Cl, [K+], [K+], CN(C)C=O. The product is Cc1ccc(C(=O)NC2CC2)cc1NC(=O)c1ccc(OCc2ccccn2)cc1. Reaction SMILES: [C:24](=[O:25])([O-:26])[O-:27].[CH3:39][CH2:40][O:41][C:42](=[O:43])[CH3:44].[CH:1]1([NH:4][C:5]([c:6]2[cH:7][c:8]([NH:13][C:14]([c:15]3[cH:16][cH:17][c:18]([OH:21])[cH:19][cH:20]3)=[O:22])[c:9]([CH3:12])[cH:10][cH:11]2)=[O:23])[CH2:2][CH2:3]1.[Cl:31][CH2:32][c:33]1[n:34][cH:35][cH:36][cH:37][cH:38]1.[ClH:30].[K+:28].[K+:29].[O:45]=[CH:46][N:47]([CH3:48])[CH3:49]>>[CH:1]1([NH:4][C:5]([c:6]2[cH:7][c:8]([NH:13][C:14]([c:15]3[cH:16][cH:17][c:18]([O:21][CH2:32][c:33]4[n:34][cH:35][cH:36][cH:37][cH:38]4)[cH:19][cH:20]3)=[O:22])[c:9]([CH3:12])[cH:10][cH:11]2)=[O:23])[CH2:2][CH2:3]1.